This data is from the Open Reaction Database (ORD), a public repository of structured organic reaction records. The task is: describe an organic reaction: reactants, conditions, products, and yield Starting materials: C1(CCCC1)S(=O)C=1C=C(C=CC1)CCCCOCCCCCCN1C(O[C@@H](C1)C1=CC2=C(OC(OC2)(C)C)C=C1)=O ((5R)-3-(6-{4-[3-(cyclopentylsulfinyl)phenyl]butoxy}hexyl)-5-(2,2-dimethyl-4H-1,3-benzodioxin-6-yl)-1,3-oxazolidin-2-one), C[Si]([O-])(C)C.[K+] (potassium trimethyl silanolate), buffer solution. Run in O1CCCC1 (tetrahydrofuran). Product: C1(CCCC1)S(=O)C=1C=C(C=CC1)CCCCOCCCCCCNC[C@H](O)C1=CC2=C(OC(OC2)(C)C)C=C1 ((1R)-2-[(6-{4-[3-(Cyclopentylsulfinyl)phenyl]butoxy}hexyl)amino]-1-(2,2-dimethyl-4H-1,3-benzodioxin-6-yl)ethanol). Yield: 82.1%. Reaction SMILES: [CH:1]1([S:6]([C:8]2[CH:9]=[C:10]([CH2:14][CH2:15][CH2:16][CH2:17][O:18][CH2:19][CH2:20][CH2:21][CH2:22][CH2:23][CH2:24][N:25]3[CH2:29][C@@H:28]([C:30]4[CH:41]=[CH:40][C:33]5[O:34][C:35]([CH3:39])([CH3:38])[O:36][CH2:37][C:32]=5[CH:31]=4)[O:27]C3=O)[CH:11]=[CH:12][CH:13]=2)=[O:7])[CH2:5][CH2:4][CH2:3][CH2:2]1.C[Si](C)(C)[O-].[K+]>O1CCCC1>[CH:1]1([S:6]([C:8]2[CH:9]=[C:10]([CH2:14][CH2:15][CH2:16][CH2:17][O:18][CH2:19][CH2:20][CH2:21][CH2:22][CH2:23][CH2:24][NH:25][CH2:29][C@@H:28]([C:30]3[CH:41]=[CH:40][C:33]4[O:34][C:35]([CH3:38])([CH3:39])[O:36][CH2:37][C:32]=4[CH:31]=3)[OH:27])[CH:11]=[CH:12][CH:13]=2)=[O:7])[CH2:2][CH2:3][CH2:4][CH2:5]1 |f:1.2|. Procedure: A stirred mixture of (5R)-3-(6-{4-[3-(cyclopentylsulfinyl)phenyl]butoxy}hexyl)-5-(2,2-dimethyl-4H-1,3-benzodioxin-6-yl)-1,3-oxazolidin-2-one (0.14 g) and potassium trimethyl silanolate (0.45 g) in tetrahydrofuran (10 ml) was heated to reflux for 2 h. The mixture was poured into phoshate buffer solution (pH 5, 50 ml) and extracted into ethyl acetate. The extracts were washed with water, dried (Na2SO4) and evaporated. The residual oil was purified on a biotage cartridge (8 g) using dichloromethane... Reactants: COC(C(CC=C)NC(C1=C(C=CC=C1Cl)Cl)=O)=O (2-(2,6-dichlorobenzamido)pent-4-enoic acid methyl ester), IC1=CC=C(OC2=NC(=CC(=N2)OC)OC)C=C1 (2-(4-iodophenoxy)-4,6-dimethoxypyrimidine). The product is COC(C(C\C=C\C1=CC=C(C=C1)OC1=NC(=CC(=N1)OC)OC)NC(C1=C(C=CC=C1Cl)Cl)=O)=O ((E)-2-(2,6-dichlorobenzamido)-5-[4-(4,6-dimethoxypyrimidin-2-yloxy)phenyl]pent-4-enoic acid methyl ester). Yield: 56.8%. As a reaction SMILES: [CH3:1][O:2][C:3](=[O:19])[CH:4]([NH:8][C:9](=[O:18])[C:10]1[C:15]([Cl:16])=[CH:14][CH:13]=[CH:12][C:11]=1[Cl:17])[CH2:5][CH:6]=[CH2:7].I[C:21]1[CH:37]=[CH:36][C:24]([O:25][C:26]2[N:31]=[C:30]([O:32][CH3:33])[CH:29]=[C:28]([O:34][CH3:35])[N:27]=2)=[CH:23][CH:22]=1>>[CH3:1][O:2][C:3](=[O:19])[CH:4]([NH:8][C:9](=[O:18])[C:10]1[C:11]([Cl:17])=[CH:12][CH:13]=[CH:14][C:15]=1[Cl:16])[CH2:5]/[CH:6]=[CH:7]/[C:21]1[CH:22]=[CH:23][C:24]([O:25][C:26]2[N:31]=[C:30]([O:32][CH3:33])[CH:29]=[C:28]([O:34][CH3:35])[N:27]=2)=[CH:36][CH:37]=1. Reported procedure: In the same manner as in Example 1, 2-(2,6-dichlorobenzamido)pent-4-enoic acid methyl ester (30 mg) was reacted with 2-(4-iodophenoxy)-4,6-dimethoxypyrimidine (40 mg) to obtain (E)-2-(2,6-dichlorobenzamido)-5-[4-(4,6-dimethoxypyrimidin-2-yloxy)phenyl]pent-4-enoic acid methyl ester (30 mg). Column chromatography (silica gel, eluent: hexane/ethyl acetate=2/1) was used for purification. The reactants are C12C(C3CC(CC(C1)C3)C2)=O (2-adamantanone), NCC(C)N (1,2-diaminopropane), C(C)O (ethanol), [BH4-].[Na+] (sodium borohydride). Run at temperature 0 celsius, time 12 hour. Product: C12C(C3CC(CC(C1)C3)C2)NCC(C)(N)C (N1-Adamantan-2-yl-2-methyl-propane-1,2-diamine). RXN SMILES: [CH:1]12[CH2:10][CH:5]3[CH2:6][CH:7]([CH2:9][CH:3]([CH2:4]3)[C:2]1=O)[CH2:8]2.[NH2:12][CH2:13][CH:14]([NH2:16])[CH3:15].[BH4-].[Na+].[CH2:19](O)C>>[CH:1]12[CH2:10][CH:5]3[CH2:6][CH:7]([CH2:9][CH:3]([CH2:4]3)[CH:2]1[NH:12][CH2:13][C:14]([CH3:19])([NH2:16])[CH3:15])[CH2:8]2 |f:2.3|. Procedure: In analogy to a procedure outlined in J. Med. Chem. 32, 1989, 179-182, 2-adamantanone (500 mg) and 1,2-diaminopropane (440 mg) were dissolved in dry ethanol (12 mL) and heated to reflux for 1.5 hours. The mixture was cooled to 0° C. and sodium borohydride (164 mg) was added in portions over 5 minutes). The mixture was allowed to stir at RT for 12 hours. The mixture was evaporated and the residue was dissolved in CHCl3, washed with saturated NaHCO3 solution and brine, dried over Na2SO4 and evapor... Starting materials: [H-].[Na+] (Sodium hydride), C(C1=CC=CC=C1)O (benzyl alcohol), ClC=1C=CC(=C(C(=O)N(C)C)C1)[N+](=O)[O-] (5-chloro-N,N-dimethyl-2-nitrobenzamide). The solvent is CN(C)C=O (DMF), CN(C)C=O (DMF). Run at temperature 0 celsius, time 0.5 hour. The product is C(C1=CC=CC=C1)OC=1C=CC(=C(C(=O)N(C)C)C1)[N+](=O)[O-] (5-benzyloxy-N,N-dimethyl-2-nitrobenzamide). Isolated yield 89.8%. Reaction SMILES: [H-].[Na+].[CH2:3]([OH:10])[C:4]1[CH:9]=[CH:8][CH:7]=[CH:6][CH:5]=1.Cl[C:12]1[CH:13]=[CH:14][C:15]([N+:23]([O-:25])=[O:24])=[C:16]([CH:22]=1)[C:17]([N:19]([CH3:21])[CH3:20])=[O:18]>CN(C=O)C>[CH2:3]([O:10][C:12]1[CH:13]=[CH:14][C:15]([N+:23]([O-:25])=[O:24])=[C:16]([CH:22]=1)[C:17]([N:19]([CH3:21])[CH3:20])=[O:18])[C:4]1[CH:9]=[CH:8][CH:7]=[CH:6][CH:5]=1 |f:0.1|. Reported procedure: Sodium hydride (210 mg) was suspended in DMF (10 mL), and the suspension was cooled to 0° C. and thereto were added benzyl alcohol (568 mg) and a solution of 5-chloro-N,N-dimethyl-2-nitrobenzamide (1.00 g) in DMF (2 mL). The mixture was stirred at 50° C. for 0.5 hour and then concentrated. The residue was acidified with 2N hydrochloric acid and extracted with ethyl acetate. The extract was washed with water and concentrated. The residue was purified by column chromatography on silica gel (ethyl ... The reactants are 1-[(aminooxy)methyl]- 6-phenyl- or 6-(2-pyridyl)-4H-s-triazolo[4,3-a][1,4]benzodiazepines, CI (methyl iodide), formula III, ClC=1C=CC2=C(C(=NCC=3N2C(=NN3)CON)C3=CC=CC=C3)C1 (8-chloro-1-[(aminooxy)methyl]-6-phenyl-4H-s-triazolo[4,3-a][1,4]benzodiazepine), alkyl halides. The product is ClC=1C=CC2=C(C(=NCC=3N2C(=NN3)CONC)C3=CC=CC=C3)C1 (8-Chloro-1-[[(methylamino)oxy]methyl]-6-phenyl-4H-s-triazolo[4,3-a][1,4]benzodiazepine). As a reaction SMILES: [Cl:1][C:2]1[CH:3]=[CH:4][C:5]2[N:11]3[C:12]([CH2:15][O:16][NH2:17])=[N:13][N:14]=[C:10]3[CH2:9][N:8]=[C:7]([C:18]3[CH:23]=[CH:22][CH:21]=[CH:20][CH:19]=3)[C:6]=2[CH:24]=1.[CH3:25]I>>[Cl:1][C:2]1[CH:3]=[CH:4][C:5]2[N:11]3[C:12]([CH2:15][O:16][NH:17][CH3:25])=[N:13][N:14]=[C:10]3[CH2:9][N:8]=[C:7]([C:18]3[CH:23]=[CH:22][CH:21]=[CH:20][CH:19]=3)[C:6]=2[CH:24]=1. Procedure: Using the procedure of Example 59 but substituting other 1-[(aminooxy)methyl]- 6-phenyl- or 6-(2-pyridyl)-4H-s-triazolo[4,3-a][1,4]benzodiazepines for 8-chloro-1-[(aminooxy)methyl]-6-phenyl-4H-s-triazolo[4,3-a][1,4]benzodiazepine and other alkyl halides for methyl iodide other 1-[[(monoalkylamino)oxy]methyl]-6-phenyl- or 6-(2-pyridyl)-4H-s-triazolo[4,3-a][1,4]benzodiazepines of formula III can be prepared.